Dataset: the Open Reaction Database (ORD), a public repository of structured organic reaction records. Task: describe an organic reaction: reactants, conditions, products, and yield Run in O1CCCC1 (tetrahydrofuran), C1CCOC1 (THF), same solvent. Reactants: C1(CCCO1)=O (γ-butyrolactone), NC1=NC=CC(=C1)C=1C(=NNC1)C=1C=C(C=CC1)NC(=O)NC1=CC=C(C=C1)C(F)(F)F (1-{3-[4-(2-aminopyridin-4-yl)-1H-pyrazol-3-yl]phenyl}-3-[4-(trifluoromethyl)phenyl]urea), [Na].C[Si](N[Si](C)(C)C)(C)C (hexamethyldisilazane sodium salt). Reaction conditions: temperature 0 celsius. Procedure: 30 mg (0.068 mmol) of 1-{3-[4-(2-aminopyridin-4-yl)-1H-pyrazol-3-yl]phenyl}-3-[4-(trifluoromethyl)phenyl]urea were dissolved in 2 ml of dry tetrahydrofuran and 15 μl (0.34 mmol) of γ-butyrolactone were added. The reaction mixture was cooled to 0° C. and a solution of 680 μl (0.68 mmol) of hexamethyldisilazane sodium salt 1M in THF in 2 ml of the same solvent were added dropwise. The mixture was maintained at 0° C. for 6 hours and at room temperature overnight, then partitioned between dichlorome... RXN SMILES: [NH2:1][C:2]1[CH:7]=[C:6]([C:8]2[C:9]([C:13]3[CH:14]=[C:15]([NH:19][C:20]([NH:22][C:23]4[CH:28]=[CH:27][C:26]([C:29]([F:32])([F:31])[F:30])=[CH:25][CH:24]=4)=[O:21])[CH:16]=[CH:17][CH:18]=3)=[N:10][NH:11][CH:12]=2)[CH:5]=[CH:4][N:3]=1.[C:33]1(=[O:38])[O:37][CH2:36][CH2:35][CH2:34]1.[Na].C[Si](C)(C)N[Si](C)(C)C>O1CCCC1>[OH:38][CH2:33][CH2:34][CH2:35][C:36]([NH:1][C:2]1[CH:7]=[C:6]([C:8]2[C:9]([C:13]3[CH:18]=[CH:17][CH:16]=[C:15]([NH:19][C:20](=[O:21])[NH:22][C:23]4[CH:28]=[CH:27][C:26]([C:29]([F:31])([F:32])[F:30])=[CH:25][CH:24]=4)[CH:14]=3)=[N:10][NH:11][CH:12]=2)[CH:5]=[CH:4][N:3]=1)=[O:37] |f:2.3,^1:38|. The product is OCCCC(=O)NC1=NC=CC(=C1)C=1C(=NNC1)C1=CC(=CC=C1)NC(NC1=CC=C(C=C1)C(F)(F)F)=O (4-hydroxy-N-(4-{3-[3-({[4-(trifluoromethyl)phenyl]carbamoyl}amino)phenyl]-1H-pyrazol-4-yl}pyridin-2-yl)butanamide). Isolated yield 56.1%.